From a dataset of the Open Reaction Database (ORD), a public repository of structured organic reaction records. describe an organic reaction: reactants, conditions, products, and yield Reactants: ClC1=C(CCl)C=CC=C1 (2-Chloro benzylchloride), O (water), [OH-].[K+] (potassium hydroxide), CC1=NNC(=C1)C (3,5-dimethylpyrazole). The solvent is CS(=O)C (DMSO), CS(=O)C (DMSO). Conditions: temperature 80 celsius, time 1.5 hour. Yields the product ClC1=C(CN2N=C(C=C2C)C)C=CC=C1 (1-(2-chlorobenzyl)-3,5-dimethyl-1H-pyrazole). Isolated yield 99.1%. As a reaction SMILES: [OH-].[K+].[CH3:3][C:4]1[CH:8]=[C:7]([CH3:9])[NH:6][N:5]=1.[Cl:10][C:11]1[CH:18]=[CH:17][CH:16]=[CH:15][C:12]=1[CH2:13]Cl.O>CS(C)=O>[Cl:10][C:11]1[CH:18]=[CH:17][CH:16]=[CH:15][C:12]=1[CH2:13][N:5]1[C:4]([CH3:3])=[CH:8][C:7]([CH3:9])=[N:6]1 |f:0.1|. Procedure: Powdered potassium hydroxide (1.751 g, 31.2 mmol) was added to a solution of 3,5-dimethylpyrazole (2 g, 20.81 mmol) in anhydrous DMSO (10.40 ml) and the resulting heterogeneous solution was stirred for 1.5 hr at 80° C. before being cooled to room temperature. 2-Chloro benzylchloride (2.64 ml, 20.81 mmol) was then added in 6 M DMSO over 15 min, and the solution was stirred for a further 1.5 hrs. Upon completion as observed by TLC, the reaction was poured over water and the resulting aqueous phase... Reactants: CC(c1ccccc1)N1CC(CO)(C(=O)OC(C)(C)C)C(C)C1=O, CCN(CC)S(F)(F)F, Cc1ccccc1, ClCCl, [Na+], O=C([O-])O. Yields the product CC(c1ccccc1)N1CC(CF)(C(=O)OC(C)(C)C)C(C)C1=O. RXN SMILES: [C:1]([CH3:2])([CH3:3])([CH3:4])[O:5][C:6](=[O:7])[C:8]1([CH2:23][OH:24])[CH2:9][N:10]([CH:15]([CH3:16])[c:17]2[cH:18][cH:19][cH:20][cH:21][cH:22]2)[C:11](=[O:14])[CH:12]1[CH3:13].[CH2:32]([N:33]([S:34]([F:35])([F:36])[F:38])[CH2:37][CH3:39])[CH3:40].[CH3:25][c:26]1[cH:27][cH:28][cH:29][cH:30][cH:31]1.[Cl:46][CH2:47][Cl:48].[Na+:41].[OH:42][C:43](=[O:44])[O-:45]>>[C:1]([CH3:2])([CH3:3])([CH3:4])[O:5][C:6](=[O:7])[C:8]1([CH2:23][F:38])[CH2:9][N:10]([CH:15]([CH3:16])[c:17]2[cH:18][cH:19][cH:20][cH:21][cH:22]2)[C:11](=[O:14])[CH:12]1[CH3:13].